From a dataset of the Open Reaction Database (ORD), a public repository of structured organic reaction records. describe an organic reaction: reactants, conditions, products, and yield Reactants: BrC(C(C(=O)OC)=O)C (methyl 3-bromo-2-oxobutyrate), NC1=NC=C(C=C1)[N+](=O)[O-] (2-amino-5-nitropyridine). Solvent: C(C)O (ethanol). Yields the product CC1=C(N=C2N1C=C(C=C2)[N+](=O)[O-])C(=O)OC (methyl 3-methyl-6-nitroimidazo[1,2-a]pyridine-2-carboxylate). Isolated yield 23.1%. As a reaction SMILES: Br[CH:2]([CH3:9])[C:3](=O)[C:4]([O:6][CH3:7])=[O:5].[NH2:10][C:11]1[CH:16]=[CH:15][C:14]([N+:17]([O-:19])=[O:18])=[CH:13][N:12]=1>C(O)C>[CH3:9][C:2]1[N:12]2[CH:13]=[C:14]([N+:17]([O-:19])=[O:18])[CH:15]=[CH:16][C:11]2=[N:10][C:3]=1[C:4]([O:6][CH3:7])=[O:5]. Procedure: An ethanol suspension (400 mL) of methyl 3-bromo-2-oxobutyrate (46.6 g) and 2-amino-5-nitropyridine (33.3 g) was stirred at 90° C. for 24 hours. The precipitated solid was taken out through filtration, and the obtained solid was suspended in ethyl acetate, washed with aqueous saturated sodium hydrogencarbonate solution, and purified through silica gel column chromatography (hexane/ethyl acetate=2/1) to obtain methyl 3-methyl-6-nitroimidazo[1,2-a]pyridine-2-carboxylate (13.0 g) as a yellow crysta...